This data is from the Open Reaction Database (ORD), a public repository of structured organic reaction records. The task is: describe an organic reaction: reactants, conditions, products, and yield Reactants: CC1(CC=C(CC1C)C)C(C)=O (1-(1,4,6-trimethylcyclohex-3-en-1-yl)ethan-1-one), CC(C)[O-].CC(C)[O-].CC(C)[O-].[Al+3] (aluminum isopropylate), C(C)(C)O.CC(=O)C (isopropanol acetone). Solvent: C(C)(C)O (isopropanol). Reaction conditions: time 10 hour. The product is CC1(CC=C(CC1C)C)C(C)O (1-(1,4,6-trimethylcyclohex-3-en-1-yl)ethanol). RXN SMILES: CC([O-])C.CC([O-])C.CC([O-])C.[Al+3].[CH3:14][C:15]1([C:23](=[O:25])[CH3:24])[CH:20]([CH3:21])[CH2:19][C:18]([CH3:22])=[CH:17][CH2:16]1.C(O)(C)C.CC(C)=O>C(O)(C)C>[CH3:14][C:15]1([CH:23]([OH:25])[CH3:24])[CH:20]([CH3:21])[CH2:19][C:18]([CH3:22])=[CH:17][CH2:16]1 |f:0.1.2.3,5.6|. Reported procedure: A solution of 0.33 moles (68 g) aluminum isopropylate in 600 ml isopropanol was heated to boiling in a 1-liter 3-necked flask with a magnetic stirrer, packed column, dropping funnel and thermometer. Within two hours 1 mole (166 g) 1-(1,4,6-trimethylcyclohex-3-en-1-yl)ethan-1-one (as per Example 1) was added dropwise to the boiling solution, and at the same time the isopropanol/acetone mixture formed was distilled off. After 10 hours the reaction was ended (after no more acetone could be detected... The reactants are C(CCC)N(CCCC)CCCC (tri-n-butylamine), 50WX8, O.O.O.O.O.O.O.O.O.O.[O-]P([O-])(=O)OP(=O)([O-])[O-].[Na+].[Na+].[Na+].[Na+] (Tetrasodium diphosphate decahydrate). Solvent: CO (methanol), [NH+]1=CC=CC=C1 (pyridinium), O (water). The product is [O-]P([O-])(=O)OP(=O)([O-])[O-].C(CCC)[NH+](CCCC)CCCC.C(CCC)[NH+](CCCC)CCCC.C(CCC)[NH+](CCCC)CCCC.C(CCC)[NH+](CCCC)CCCC (Tri-(n-butyl)-ammonium Pyrophosphate). RXN SMILES: O.O.O.O.O.O.O.O.O.O.[O-:11][P:12]([O:15][P:16]([O-:19])([O-:18])=[O:17])(=[O:14])[O-:13].[Na+].[Na+].[Na+].[Na+].[CH2:24]([N:28]([CH2:33][CH2:34][CH2:35][CH3:36])[CH2:29][CH2:30][CH2:31][CH3:32])[CH2:25][CH2:26][CH3:27]>O.[NH+]1C=CC=CC=1.CO>[O-:13][P:12]([O:15][P:16]([O-:19])([O-:18])=[O:17])(=[O:11])[O-:14].[CH2:33]([NH+:28]([CH2:24][CH2:25][CH2:26][CH3:27])[CH2:29][CH2:30][CH2:31][CH3:32])[CH2:34][CH2:35][CH3:36].[CH2:33]([NH+:28]([CH2:24][CH2:25][CH2:26][CH3:27])[CH2:29][CH2:30][CH2:31][CH3:32])[CH2:34][CH2:35][CH3:36].[CH2:33]([NH+:28]([CH2:24][CH2:25][CH2:26][CH3:27])[CH2:29][CH2:30][CH2:31][CH3:32])[CH2:34][CH2:35][CH3:36].[CH2:33]([NH+:28]([CH2:24][CH2:25][CH2:26][CH3:27])[CH2:29][CH2:30][CH2:31][CH3:32])[CH2:34][CH2:35][CH3:36] |f:0.1.2.3.4.5.6.7.8.9.10.11.12.13.14,19.20.21.22.23|. Reported procedure: Tetrasodium diphosphate decahydrate (2.23 g, 5 mmol) was dissolved in water (50 mL), the solution was applied to a column of Dowex 50WX8 (100 mL) in the pyridinium form, and the column was washed with 300 mL water-methanol (1:1). The eluate was directly dropped into a cooled (ice water) and stirred solution of tri-n-butylamine (2.38 mL, 10 mmol) in methanol. The solution was evaporated to dryness and re-evaporated twice with methanol and finally with anhydrous DMF (30 mL) on an oil pump.